From a dataset of the Open Reaction Database (ORD), a public repository of structured organic reaction records. describe an organic reaction: reactants, conditions, products, and yield Reactants: BrCC1=CC(=C(C=C1)C(CN1N=CC(=CC1=O)OCC1=NC=C(C=C1)Cl)=O)C (2-[2-(4-Bromomethyl-2-methyl-phenyl)-2-oxo-ethyl]-5-(5-chloro-pyridin-2-ylmethoxy)-2H-pyridazin-3-one), C(=O)([O-])[O-].[Cs+].[Cs+] (Cs2CO3), N1[C@H](CO)CCC1 (L-prolinol). Solvent: CN(C(C)=O)C (N,N-dimethylacetamide). Reaction conditions: time 2 day. Product: ClC=1C=CC(=NC1)COC1=CC(N(N=C1)CC(=O)C1=C(C=C(C=C1)CN1[C@@H](CCC1)CO)C)=O ((S)-5-(5-Chloro-pyridin-2-ylmethoxy)-2-{2-[4-(2-hydroxymethyl-pyrrolidin-1-ylmethyl)-2-methyl-phenyl]-2-oxo-ethyl}-2H-pyridazin-3-one). RXN SMILES: Br[CH2:2][C:3]1[CH:8]=[CH:7][C:6]([C:9](=[O:27])[CH2:10][N:11]2[C:16](=[O:17])[CH:15]=[C:14]([O:18][CH2:19][C:20]3[CH:25]=[CH:24][C:23]([Cl:26])=[CH:22][N:21]=3)[CH:13]=[N:12]2)=[C:5]([CH3:28])[CH:4]=1.C([O-])([O-])=O.[Cs+].[Cs+].[NH:35]1[CH2:41][CH2:40][CH2:39][C@H:36]1[CH2:37][OH:38]>CN(C)C(=O)C>[Cl:26][C:23]1[CH:24]=[CH:25][C:20]([CH2:19][O:18][C:14]2[CH:13]=[N:12][N:11]([CH2:10][C:9]([C:6]3[CH:7]=[CH:8][C:3]([CH2:2][N:35]4[CH2:41][CH2:40][CH2:39][C@H:36]4[CH2:37][OH:38])=[CH:4][C:5]=3[CH3:28])=[O:27])[C:16](=[O:17])[CH:15]=2)=[N:21][CH:22]=1 |f:1.2.3|. Procedure: To a solution of 2-[2-(4-bromomethyl-2-methyl-phenyl)-2-oxo-ethyl]-5-(5-chloro-pyridin-2-ylmethoxy)-2H-pyridazin-3-one (preparation 7b, 110 mg, 0.24 mmol) in N,N-dimethylacetamide (2 mL) is added Cs2CO3 (194 mg, 0.60 mmol) and L-prolinol (37 mg, 0.36 mmol). The reaction mixture is stirred for 2 days at room temperature. The mixture is purified via reverse phase HPLC chromatography (Xbridge C18 5 μm, gradient 5%→90% acetonitrile in water+0.3% NH4OH, 120 mL/min). The reactants are three, BrC1=NC=C(C=C1)F (2-bromo-5-fluoropyridine), C(C)(C)(C)OC(=O)N1CCC(CC1)C(=O)OCC (ethyl 1-tert.-butyloxycarbonylpiperidine-4-carboxylate), tris(dibenzylideneacetone)palladium(0), C(C)(C)(C)P(C(C)(C)C)C(C)(C)C (tri-tert-butylphosphine), [Li].C[Si](C)(C)[N-][Si](C)(C)C (lithium bis-(trimethylsilyl)-amid). Solvent: C1(=CC=CC=C1)C (toluene). Run at time 87 hour. Yields the product C(C)OC(=O)C1(CCN(CC1)C(=O)OC(C)(C)C)C1=NC=C(C=C1)F (5-Fluoro-2′,3′,5′,6′-tetrahydro-[2,4′]bipyridinyl-1′,4′-dicarboxylic acid 1′-tert-butyl ester 4′-ethyl ester). RXN SMILES: Br[C:2]1[CH:7]=[CH:6][C:5]([F:8])=[CH:4][N:3]=1.[C:9]([O:13][C:14]([N:16]1[CH2:21][CH2:20][CH:19]([C:22]([O:24][CH2:25][CH3:26])=[O:23])[CH2:18][CH2:17]1)=[O:15])([CH3:12])([CH3:11])[CH3:10].C(P(C(C)(C)C)C(C)(C)C)(C)(C)C.[Li].C[Si]([N-][Si](C)(C)C)(C)C>C1(C)C=CC=CC=1>[CH2:25]([O:24][C:22]([C:19]1([C:2]2[CH:7]=[CH:6][C:5]([F:8])=[CH:4][N:3]=2)[CH2:20][CH2:21][N:16]([C:14]([O:13][C:9]([CH3:10])([CH3:12])[CH3:11])=[O:15])[CH2:17][CH2:18]1)=[O:23])[CH3:26] |f:3.4,^1:39|. Procedure: Under an inert atmosphere a 250 mL three necked round bottom flask (flame dried) with a magnetic stirring bar was charged with 4 g (22.7 mmol) 2-bromo-5-fluoropyridine, 11.7 g (45 mmol) ethyl 1-tert.-butyloxycarbonylpiperidine-4-carboxylate, 416 mg (0.04 mmol) tris(dibenzylideneacetone)palladium(0), 0.91 mL tri-tert-butylphosphine (1M in toluene) and 60 ml toluene. To the dark red solution, 50 mL lithium-bis-(trimethylsilyl)-amid (1M in hexane) was added dropwise during 1 h at 18 to 23° C. The d... Reactants: Cl[TeH]1ONC2=C1C=C(C1=CC=CC=C12)C (3-Chloro-5-methylnaphth[2,1-c][1,2,5]oxatellurazole), three, C(C)(=O)OC(C)=O (acetic anhydride), Cl (hydrochloric acid), [BH4-].[Na+] (Sodium borohydride). The solvent is O1CCCC1 (tetrahydrofuran), CO (methanol). Conditions: temperature 5 celsius. The product is CC=1[Te]C2=C(N1)C1=CC=CC=C1C(=C2)C (2,5-Dimethylnaphtho[1,2-d]tellurazole). Yield: 32.8%. RXN SMILES: Cl[TeH:2]1[C:6]2[CH:7]=[C:8]([CH3:15])[C:9]3[C:14]([C:5]=2[NH:4]O1)=[CH:13][CH:12]=[CH:11][CH:10]=3.[BH4-].[Na+].[C:18](OC(=O)C)(=O)[CH3:19].Cl>O1CCCC1.CO>[CH3:18][C:19]1[Te:2][C:6]2[CH:7]=[C:8]([CH3:15])[C:9]3[C:14](=[CH:13][CH:12]=[CH:11][CH:10]=3)[C:5]=2[N:4]=1 |f:1.2|. Procedure details: 3-Chloro-5-methylnaphth[2,1-c][1,2,5]oxatellurazole (Example 4) (16.7 g=0.05 mole) was suspended in a mixture of tetrahydrofuran (THF, 200 ml) and methanol (40 ml) in a 500 ml three necked flask fitted with a nitrogen inlet, a condenser, and a powder addition funnel. Sodium borohydride was added under a nitrogen atmosphere and in small portions until the reaction mixture was a pale orange yellow. This required about 5 to 6 g. The powder addition funnel was then removed and replaced with a stoppe... Reactants: BrC1=CC=2C3=C(C=NC2C=C1)N(C(N3C=3C(=NN(C3)C)C)=O)C (8-bromo-1-(1,3-dimethyl-1H-pyrazol-4-yl)-3-methyl-1,3-dihydro-imidazo[4,5-c]quinolin-2-one), BrC1=CC=2C3=C(C=NC2C=C1)N(C(N3C=3C(=NN(C3)C)C)=O)C (8-bromo-1-(1,3-dimethyl-1H-pyrazol-4-yl)-3-methyl-1,3-dihydro-imidazo[4,5-c]quinolin-2-one), C(C)N(C=1C(=NC=C(C1)B1OC(C(O1)(C)C)(C)C)C)C (ethyl-methyl-[2-methyl-5-(4,4,5,5-tetramethyl-[1,3,2]dioxaborolan-2-yl)-pyridin-3-yl]-amine). Product: CN1N=C(C(=C1)N1C(N(C=2C=NC=3C=CC(=CC3C21)C=2C=NC(=C(C2)N(C)CC)C)C)=O)C (1-(1,3-Dimethyl-1H-pyrazol-4-yl)-8-[5-(ethyl-methyl-amino)-6-methyl-pyridin-3-yl]-3-methyl-1,3-dihydro-imidazo[4,5-c]quinolin-2-one). As a reaction SMILES: Br[C:2]1[CH:11]=[CH:10][C:9]2[N:8]=[CH:7][C:6]3[N:12]([CH3:23])[C:13](=[O:22])[N:14]([C:15]4[C:16]([CH3:21])=[N:17][N:18]([CH3:20])[CH:19]=4)[C:5]=3[C:4]=2[CH:3]=1.[CH2:24]([N:26]([CH3:43])[C:27]1[C:28]([CH3:42])=[N:29][CH:30]=[C:31](B2OC(C)(C)C(C)(C)O2)[CH:32]=1)[CH3:25]>>[CH3:20][N:18]1[CH:19]=[C:15]([N:14]2[C:5]3[C:4]4[CH:3]=[C:2]([C:31]5[CH:30]=[N:29][C:28]([CH3:42])=[C:27]([N:26]([CH2:24][CH3:25])[CH3:43])[CH:32]=5)[CH:11]=[CH:10][C:9]=4[N:8]=[CH:7][C:6]=3[N:12]([CH3:23])[C:13]2=[O:22])[C:16]([CH3:21])=[N:17]1. Procedure details: The title compound was synthesized in a similar manner as described for Example 1.1 using 8-bromo-1-(1,3-dimethyl-1H-pyrazol-4-yl)-3-methyl-1,3-dihydro-imidazo[4,5-c]quinolin-2-one (Intermediate A) and ethyl-methyl-[2-methyl-5-(4,4,5,5-tetramethyl-[1,3,2]dioxaborolan-2-yl)-pyridin-3-yl]-amine (Stage 165.1.1) to give the title compound as a white foam. (HPLC: tR 2.26 min (Method A); M+H=442 MS-ES; 1H-NMR (d6-DMSO, 400 MHz) 8.95 (s, 1H), 8.32-8.29 (m, 1H), 8.13-8.09 (m, 2H), 7.99-7.94 (m, 1H), 7.6... Reactants: C(C)(C)(C)OC(=O)N1[C@H]([C@@H](OC[C@@H]1[C@H]([C@H](CC1=CC(=CC(=C1)F)Br)[N+](=O)[O-])O)OCC(C)(C)C)C ((2R,3S,5R)-5-[(1R,2S)-3-(3-bromo-5-fluoro-phenyl)-1-hydroxy-2-nitro-propyl]-2-(2,2-dimethyl-propoxy)-3-methyl-morpholine-4-carboxylic acid tert-butyl ester). The reagents and catalysts are [Zn] (zinc). Run in C(C)(=O)O (acetic acid). Reaction conditions: time 22 hour. Product: C(C)(C)(C)OC(=O)N1[C@H]([C@@H](OC[C@@H]1[C@H]([C@H](CC1=CC(=CC(=C1)F)Br)N)O)OCC(C)(C)C)C ((2R,3S,5R)-5-[(1S,2S)-1-Hydroxy-2-amino-3-(3-bromo-5-fluorophenyl)-propyl]-2-(2,2-dimethylpropoxy)-3-methylmorpholine-4-carboxylic acid tert-butyl ester). Yield: 99.5%. RXN SMILES: [C:1]([O:5][C:6]([N:8]1[C@@H:13]([C@@H:14]([OH:28])[C@@H:15]([N+:25]([O-])=O)[CH2:16][C:17]2[CH:22]=[C:21]([F:23])[CH:20]=[C:19]([Br:24])[CH:18]=2)[CH2:12][O:11][C@@H:10]([O:29][CH2:30][C:31]([CH3:34])([CH3:33])[CH3:32])[C@@H:9]1[CH3:35])=[O:7])([CH3:4])([CH3:3])[CH3:2]>C(O)(=O)C.[Zn]>[C:1]([O:5][C:6]([N:8]1[C@@H:13]([C@@H:14]([OH:28])[C@@H:15]([NH2:25])[CH2:16][C:17]2[CH:22]=[C:21]([F:23])[CH:20]=[C:19]([Br:24])[CH:18]=2)[CH2:12][O:11][C@@H:10]([O:29][CH2:30][C:31]([CH3:34])([CH3:33])[CH3:32])[C@@H:9]1[CH3:35])=[O:7])([CH3:2])([CH3:4])[CH3:3]. Procedure details: Add zinc (0.604 g, 9.23 mmol) to a solution of (2R,3S,5R)-5-[(1R,2S)-3-(3-bromo-5-fluoro-phenyl)-1-hydroxy-2-nitro-propyl]-2-(2,2-dimethyl-propoxy)-3-methyl-morpholine-4-carboxylic acid tert-butyl ester (0.520 g, 0.923 mmol) in acetic acid (9.23 mL). Stir the reaction mixture for 22 hours at room temperature. Filter the reaction mixture and wash the filter cake with cold water (100 mL). Add saturated aqueous sodium bicarbonate to the filtrate to neutralize the acid. Extract the neutralized aqueo...